This data is from the Open Reaction Database (ORD), a public repository of structured organic reaction records. The task is: describe an organic reaction: reactants, conditions, products, and yield Reactants: C1(CCCC1)C(=O)C1=CC=C(C=C1)O (4-Hydroxyphenyl cyclopentyl ketone), Cl.ClCC1=NC2=CC=CC=C2C=C1 (2-chloromethylquinoline hydrochloride), C([O-])([O-])=O.[K+].[K+] (potassium carbonate). Yields the product C1(CCCC1)C(=O)C1=CC=C(C=C1)OCC1=NC2=CC=CC=C2C=C1 (4-(Quinolin-2-yl-methoxy)phenyl cyclopentyl ketone). Reaction SMILES: [CH:1]1([C:6]([C:8]2[CH:13]=[CH:12][C:11]([OH:14])=[CH:10][CH:9]=2)=[O:7])[CH2:5][CH2:4][CH2:3][CH2:2]1.Cl.Cl[CH2:17][C:18]1[CH:27]=[CH:26][C:25]2[C:20](=[CH:21][CH:22]=[CH:23][CH:24]=2)[N:19]=1.C(=O)([O-])[O-].[K+].[K+]>>[CH:1]1([C:6]([C:8]2[CH:13]=[CH:12][C:11]([O:14][CH2:17][C:18]3[CH:27]=[CH:26][C:25]4[C:20](=[CH:21][CH:22]=[CH:23][CH:24]=4)[N:19]=3)=[CH:10][CH:9]=2)=[O:7])[CH2:2][CH2:3][CH2:4][CH2:5]1 |f:1.2,3.4.5|. Procedure: In analogy to the procedure of Example III, the title compound is prepared from 21.5 g (0.113 mol) of the compound from Example VII, 25 g (0.116 mol) of 2-chloromethylquinoline hydrochloride and 35.15 g (0.254 mol) of potassium carbonate. The reactants are FC1=NC(=C2NC(=NC2=N1)CC1=CC2=C(OCO2)C=C1Cl)N (2-Fluoro-8-(6-chloro-benzo[1,3]dioxol-5-ylmethyl)adenine), C(=O)([O-])[O-].[Cs+].[Cs+] (Cs2CO3), S(=O)(=O)(OCCCC#C)C1=CC=C(C)C=C1 (pent-4-ynyl tosylate). The solvent is CN(C)C=O (DMF). Product: FC1=NC(=C2N=C(N(C2=N1)CCCC#C)CC1=CC2=C(OCO2)C=C1Cl)N (2-Fluoro-8-(6-chloro-benzo[1,3]dioxol-5-ylmethyl)-9-(pent-4-ynyl)adenine). Reaction SMILES: [F:1][C:2]1[N:10]=[C:9]2[C:5]([NH:6][C:7]([CH2:11][C:12]3[C:20]([Cl:21])=[CH:19][C:15]4[O:16][CH2:17][O:18][C:14]=4[CH:13]=3)=[N:8]2)=[C:4]([NH2:22])[N:3]=1.C([O-])([O-])=O.[Cs+].[Cs+].S(C1C=CC(C)=CC=1)(O[CH2:33][CH2:34][CH2:35][C:36]#[CH:37])(=O)=O>CN(C=O)C>[F:1][C:2]1[N:10]=[C:9]2[C:5]([N:6]=[C:7]([CH2:11][C:12]3[C:20]([Cl:21])=[CH:19][C:15]4[O:16][CH2:17][O:18][C:14]=4[CH:13]=3)[N:8]2[CH2:37][CH2:36][CH2:35][C:34]#[CH:33])=[C:4]([NH2:22])[N:3]=1 |f:1.2.3|. Procedure details: A solution of 2-Fluoro-8-(6-chloro-benzo[1,3]dioxol-5-ylmethyl)adenine (11 mg, 0.034 mmol), Cs2CO3 (11 mg, 0.034 mmol) and pent-4-ynyl tosylate (10.5 mg, 0.044 mmol) in anhydrous DMF (85 L) was stirred at 50° C. for 1 h. Following solvent removal, the product (4.2 mg, 31.9%) was collected through silica gel column purification (EtOAc:hexanes:CHCl3:i-PrOH at 10:20:20:1). 1H NMR (400 MHz, CDCl3) 6.89 (s, 1H), 6.61 (s, 1H), 5.98 (bs, 2H), 5.96 (s, 2H), 4.27 (s, 2H), 4.13 (t, J=7.5 Hz, 2H), 2.24-2.1... The reactants are COC(CCBr)OC, Cc1nc(C)c(-c2c[nH]c(=O)[nH]c2=O)o1, [K+], [K+], O=C([O-])[O-], CN(C)C=O, O. Product: COC(CCn1cc(-c2oc(C)nc2C)c(=O)[nH]c1=O)OC. Reaction SMILES: [Br:22][CH2:23][CH2:24][CH:25]([O:26][CH3:27])[O:28][CH3:29].[CH3:1][c:2]1[o:3][c:4](-[c:8]2[c:9](=[O:15])[nH:10][c:11](=[O:14])[nH:12][cH:13]2)[c:5]([CH3:7])[n:6]1.[K+:16].[K+:17].[O-:18][C:19]([O-:20])=[O:21].[O:31]=[CH:32][N:33]([CH3:34])[CH3:35].[OH2:30]>>[CH3:1][c:2]1[o:3][c:4](-[c:8]2[c:9](=[O:15])[nH:10][c:11](=[O:14])[n:12]([CH2:23][CH2:24][CH:25]([O:26][CH3:27])[O:28][CH3:29])[cH:13]2)[c:5]([CH3:7])[n:6]1. Starting materials: C(C1=CC=CC=C1)Br (benzyl bromide), intermediate 33, ClCCCOC(C)(C)C=1NC(C(=C(N1)C(=O)OCC)O)=O (ethyl 2-(2-(3-chloropropoxy)propan-2-yl)-5-hydroxy-6-oxo-1,6-dihydropyrimidine-4-carboxylate), C([O-])([O-])=O.[K+].[K+] (potassium carbonate), O (H2O). Solvent: CN(C=O)C (dimethylformamide). Reaction conditions: temperature 60 celsius, time 5 hour. Yields the product C(C1=CC=CC=C1)OC1=C(N=C2C(OCCCN2C1=O)(C)C)C(=O)O (3-(Benzyloxy)-10,10-dimethyl-4-oxo-6,7,8,10-tetrahydro-4H-pyrimido[2,1-c][1,4]oxazepine-2-carboxylic acid). Isolated yield 135.7%. As a reaction SMILES: Cl[CH2:2][CH2:3][CH2:4][O:5][C:6]([C:9]1[NH:10][C:11](=[O:21])[C:12]([OH:20])=[C:13]([C:15]([O:17]CC)=[O:16])[N:14]=1)([CH3:8])[CH3:7].C(=O)([O-])[O-].[K+].[K+].[CH2:28](Br)[C:29]1[CH:34]=[CH:33][CH:32]=[CH:31][CH:30]=1.O>CN(C)C=O>[CH2:28]([O:20][C:12]1[C:11](=[O:21])[N:10]2[C:9]([C:6]([CH3:7])([CH3:8])[O:5][CH2:4][CH2:3][CH2:2]2)=[N:14][C:13]=1[C:15]([OH:17])=[O:16])[C:29]1[CH:34]=[CH:33][CH:32]=[CH:31][CH:30]=1 |f:1.2.3|. Procedure: A suspension of intermediate 33, ethyl 2-(2-(3-chloropropoxy)propan-2-yl)-5-hydroxy-6-oxo-1,6-dihydropyrimidine-4-carboxylate, (0.205 g, 0.64 mmol) and anhydrous potassium carbonate (0.361 g, 2.6 mmol) in anhydrous dimethylformamide (4 mL) was stirred at 60° C. for 5 hours. The reaction mixture was treated with benzyl bromide (0.122 g, 0.71 mmol) and stirred for 16 hours. Following this, 2 mL of H2O was added and the mixture stirred for an additional 24 hours. Solvent was removed by rotary evapo...